Dataset: the Open Reaction Database (ORD), a public repository of structured organic reaction records. Task: describe an organic reaction: reactants, conditions, products, and yield Starting materials: O=C([O-])O, CO, [Na+], CC1(CC(=O)O)CCc2ccc(O)cc21, O=S(=O)(O)O. Product: COC(=O)CC1(C)CCc2ccc(O)cc21. As a reaction SMILES: [C:21](=[O:22])([OH:23])[O-:24].[CH3:26][OH:27].[Na+:25].[OH:1][c:2]1[cH:3][cH:4][c:5]2[c:9]([cH:10]1)[C:8]([CH3:11])([CH2:12][C:13](=[O:14])[OH:15])[CH2:7][CH2:6]2.[S:16](=[O:17])(=[O:18])([OH:19])[OH:20]>>[OH:1][c:2]1[cH:3][cH:4][c:5]2[c:9]([cH:10]1)[C:8]([CH3:11])([CH2:12][C:13](=[O:14])[O:15][CH3:21])[CH2:7][CH2:6]2. The reactants are polyphosphoric acid, BrC1=C(OCC(=O)C2=CC=CC=C2)C=CC(=C1)C (α-(2-bromo-4-methylphenoxy)acetophenone), O (water). Procedure details: A mixture of 700 g. of polyphosphoric acid and 100 g. of α-(2-bromo-4-methylphenoxy)acetophenone is heated at 80°-90° C. for two hours, then poured into two liters of water with stirring. Chloroform (1 liter) is added, and the phases are separated. The organic layer is washed with water, dried, then evaporated to provide 7-bromo-5-methyl-3-phenylbenzofuran as a brown oil. The product is BrC1=CC(=CC=2C(=COC21)C2=CC=CC=C2)C (7-bromo-5-methyl-3-phenylbenzofuran). The solvent is C(Cl)(Cl)Cl (Chloroform). Reaction SMILES: [Br:1][C:2]1[CH:17]=[C:16]([CH3:18])[CH:15]=[CH:14][C:3]=1[O:4][CH2:5][C:6]([C:8]1[CH:13]=[CH:12][CH:11]=[CH:10][CH:9]=1)=O.O>C(Cl)(Cl)Cl>[Br:1][C:2]1[C:3]2[O:4][CH:5]=[C:6]([C:8]3[CH:13]=[CH:12][CH:11]=[CH:10][CH:9]=3)[C:14]=2[CH:15]=[C:16]([CH3:18])[CH:17]=1. The product is ClC=1C2=C(N=CN1)NC(=C2)C (4-chloro-6-methyl-7H-pyrrolo[2,3-d]pyrimidine). Reported procedure: To the solution of 4-chloro-6-methyl-7-(phenylsulfonyl)-7H-pyrrolo[2,3-d]pyrimidine (10 g, 32.5. mmol, 1.0 eq) in THF (400 mL), t-BuOK (18.23 g, 163.0 mmol, 5 eq) was added and stirred at RT for 12 h. Sat. NaHCO3 (50 mL) was added and extracted with EtOAc. The organic layers were separated, dried and concentrated to afford 4-chloro-6-methyl-7H-pyrrolo[2,3-d]pyrimidine as a brown solid (2.7 g, 50% in yield). Reaction SMILES: [Cl:1][C:2]1[C:3]2[CH:10]=[C:9]([CH3:11])[N:8](S(C3C=CC=CC=3)(=O)=O)[C:4]=2[N:5]=[CH:6][N:7]=1.CC([O-])(C)C.[K+].C([O-])(O)=O.[Na+]>C1COCC1>[Cl:1][C:2]1[C:3]2[CH:10]=[C:9]([CH3:11])[NH:8][C:4]=2[N:5]=[CH:6][N:7]=1 |f:1.2,3.4|. Starting materials: ClC=1C2=C(N=CN1)N(C(=C2)C)S(=O)(=O)C2=CC=CC=C2 (4-chloro-6-methyl-7-(phenylsulfonyl)-7H-pyrrolo[2,3-d]pyrimidine), CC(C)(C)[O-].[K+] (t-BuOK), C(=O)(O)[O-].[Na+] (NaHCO3). Run at time 12 hour. Solvent: C1CCOC1 (THF). Reactants: C(=O)([O-])[O-].[K+].[K+] (K2CO3), FC1=C(C=CC(=C1)C(F)(F)F)[N+](=O)[O-] (2-Fluoro-1-nitro-4-trifluoromethyl-benzene), COC(=O)[C@@H]1CC[C@H](CC1)CN (trans-4-Aminomethyl-cyclohexanecarboxylic acid methyl ester). Solvent: CN(C)C=O (DMF). Reaction conditions: temperature 50 celsius, time 8 hour. Yields the product COC(=O)[C@@H]1CC[C@H](CC1)CNC1=C(C=CC(=C1)C(F)(F)F)[N+](=O)[O-] (trans-4-[(2-Nitro-5-trifluoromethyl-phenylamino)-methyl]-cyclohexane carboxylic acid methyl ester). Isolated yield 86.1%. RXN SMILES: C([O-])([O-])=O.[K+].[K+].F[C:8]1[CH:13]=[C:12]([C:14]([F:17])([F:16])[F:15])[CH:11]=[CH:10][C:9]=1[N+:18]([O-:20])=[O:19].[CH3:21][O:22][C:23]([C@H:25]1[CH2:30][CH2:29][C@H:28]([CH2:31][NH2:32])[CH2:27][CH2:26]1)=[O:24]>CN(C=O)C>[CH3:21][O:22][C:23]([C@H:25]1[CH2:30][CH2:29][C@H:28]([CH2:31][NH:32][C:8]2[CH:13]=[C:12]([C:14]([F:17])([F:16])[F:15])[CH:11]=[CH:10][C:9]=2[N+:18]([O-:20])=[O:19])[CH2:27][CH2:26]1)=[O:24] |f:0.1.2|. Procedure details: K2CO3 (1.6 g, 11.7 mmol), 2-Fluoro-1-nitro-4-trifluoromethyl-benzene (1.22 g, 5.8 mmol) and trans-4-Aminomethyl-cyclohexanecarboxylic acid methyl ester (1.00 g, 5.84 mmol) were dissolved in DMF (10 ml). The mixture was stirred at 50° C. overnight. The solvent was removed under reduced pressure and the crude product dissolved in DCM (15 ml) and washed with water (20 ml) and then with a solution of citric acid (1M, 5 ml). The organic solution was dried over Na2SO4, filtered and the solvent removed... Solvent: C(Cl)Cl (methylene chloride). The product is FC(C(F)(F)F)(SCCCCCCCCCCCC)F (1-pentafluoroethylthiododecane). The reactants are C(CCCCCCCCCCC)S (1-dodecanethiol), C(C)(C)(C)C1=NC(=CC(=C1)C)C(C)(C)C (2,6-di-tert-butyl-4-methylpyridine), FC(S(=O)(=O)[O-])(F)F.FC(C(F)(F)F)(F)[I+]C1=CC=CC=C1 (pentafluoroethylphenyliodonium trifluoromethanesulfonate). Procedure: 2.0 ml of methylene chloride, 0.10 ml (0.42 mmol) of 1-dodecanethiol and 87 mg (0.42 mmol) of 2,6-di-tert-butyl-4-methylpyridine were added to a flask, and 198 mg (0.42 mmol) of pentafluoroethylphenyliodonium trifluoromethanesulfonate was added thereto in small portions while stirring at room temperature, followed by stirring at room temperature for 20 minutes. The resulting white precipitate was filtered and subjected to column chromatography of silica gel. Iodobenzene and the product were elut... As a reaction SMILES: [CH2:1]([SH:13])[CH2:2][CH2:3][CH2:4][CH2:5][CH2:6][CH2:7][CH2:8][CH2:9][CH2:10][CH2:11][CH3:12].C(C1C=C(C)C=C(C(C)(C)C)N=1)(C)(C)C.FC(F)(F)S([O-])(=O)=O.[F:37][C:38]([I+]C1C=CC=CC=1)([F:43])[C:39]([F:42])([F:41])[F:40]>C(Cl)Cl>[F:37][C:38]([F:43])([S:13][CH2:1][CH2:2][CH2:3][CH2:4][CH2:5][CH2:6][CH2:7][CH2:8][CH2:9][CH2:10][CH2:11][CH3:12])[C:39]([F:42])([F:41])[F:40] |f:2.3|. The solvent is C1CCOC1 (THF), C1CCOC1 (THF). Reported procedure: Lithium aluminium hydride in THF (1M, 11.25 mmol) was slowly added to a suspension of 2-(4-benzylpiperazin-1-yl)carbonyl indole hydrochloride (2.0 g, 5.6 mmol) in THF (40 ml) under a nitrogen atmosphere and the resultant solution heated at reflux for 90 min. The mixture was cooled to room temperature and treated sequentially with water (0.5 ml), sodium hydroxide (4M, 0.5 ml) and water (1.5 ml). The mixture was filtered and the filtrate evaporated in vacuo. The residue was recrystallised from tol... Yield: 25.0%. Yields the product C(C1=CC=CC=C1)N1CCN(CC1)CC=1NC2=CC=CC=C2C1 (2-(4-Benzylpiperazin-1-ylmethyl)indole). Reactants: O (water), [OH-].[Na+] (sodium hydroxide), O (water), [H-].[Al+3].[Li+].[H-].[H-].[H-] (Lithium aluminium hydride), Cl.C(C1=CC=CC=C1)N1CCN(CC1)C(=O)C=1NC2=CC=CC=C2C1 (2-(4-benzylpiperazin-1-yl)carbonyl indole hydrochloride), resultant solution. RXN SMILES: [H-].[Al+3].[Li+].[H-].[H-].[H-].Cl.[CH2:8]([N:15]1[CH2:20][CH2:19][N:18]([C:21]([C:23]2[NH:24][C:25]3[C:30]([CH:31]=2)=[CH:29][CH:28]=[CH:27][CH:26]=3)=O)[CH2:17][CH2:16]1)[C:9]1[CH:14]=[CH:13][CH:12]=[CH:11][CH:10]=1.O.[OH-].[Na+]>C1COCC1>[CH2:8]([N:15]1[CH2:16][CH2:17][N:18]([CH2:21][C:23]2[NH:24][C:25]3[C:30]([CH:31]=2)=[CH:29][CH:28]=[CH:27][CH:26]=3)[CH2:19][CH2:20]1)[C:9]1[CH:14]=[CH:13][CH:12]=[CH:11][CH:10]=1 |f:0.1.2.3.4.5,6.7,9.10|.